describe an organic reaction: reactants, conditions, products, and yield From a dataset of the Open Reaction Database (ORD), a public repository of structured organic reaction records. Reactants: CCOP(=O)(CP(=O)(OCC)OCC)OCC, CN(C)C=O, COc1cc(C(=O)Nc2nn(-c3ccccc3)cc2C=O)ccc1OCc1nc(-c2ccccc2)oc1C, [H-], [Na+], O. The product is CCOP(=O)(C=Cc1cn(-c2ccccc2)nc1NC(=O)c1ccc(OCc2nc(-c3ccccc3)oc2C)c(OC)c1)OCC. RXN SMILES: [CH2:1]([P:2](=[O:3])([O:4][CH2:5][CH3:6])[O:7][CH2:8][CH3:9])[P:10]([O:11][CH2:12][CH3:13])([O:14][CH2:15][CH3:16])=[O:17].[CH3:59][N:60]([CH3:61])[CH:62]=[O:63].[CH:20](=[O:21])[c:22]1[c:23]([NH:33][C:34]([c:35]2[cH:36][c:37]([O:55][CH3:56])[c:38]([O:41][CH2:42][c:43]3[n:44][c:45](-[c:49]4[cH:50][cH:51][cH:52][cH:53][cH:54]4)[o:46][c:47]3[CH3:48])[cH:39][cH:40]2)=[O:57])[n:24][n:25](-[c:27]2[cH:28][cH:29][cH:30][cH:31][cH:32]2)[cH:26]1.[H-:18].[Na+:19].[OH2:58]>>[CH:1]([P:10]([O:11][CH2:12][CH3:13])([O:14][CH2:15][CH3:16])=[O:17])=[CH:20][c:22]1[c:23]([NH:33][C:34]([c:35]2[cH:36][c:37]([O:55][CH3:56])[c:38]([O:41][CH2:42][c:43]3[n:44][c:45](-[c:49]4[cH:50][cH:51][cH:52][cH:53][cH:54]4)[o:46][c:47]3[CH3:48])[cH:39][cH:40]2)=[O:57])[n:24][n:25](-[c:27]2[cH:28][cH:29][cH:30][cH:31][cH:32]2)[cH:26]1. The reactants are C(=O)([O-])C(O)C(O)C(=O)[O-].[Na+].[K+] (potassium sodium tartrate), COC(=O)C1(C2CCC(CC1)N2C(=O)OC(C)(C)C)CCC (2-Propyl-8-aza-bicyclo[3.2.1]octane-2,8-dicarboxylic acid 8-tert-butyl ester 2-methyl ester), [H-].[Al+3].[Li+].[H-].[H-].[H-] (lithium aluminum hydride), C(=O)([O-])C(O)C(O)C(=O)[O-].[Na+].[K+] (potassium sodium tartrate). The solvent is O1CCCC1 (tetrahydrofuran), O1CCCC1 (tetrahydrofuran), O1CCCC1 (tetrahydrofuran). Reaction conditions: temperature 0 celsius, time 1.5 hour. The product is C(C)(C)(C)OC(=O)N1C2C(CCC1CC2)(CCC)CO (2-hydroxymethyl-2-propyl-8-azabicyclo[3.2.1]octane-8-carboxylic acid tert-butyl ester). Yield: 19.0%. As a reaction SMILES: C[O:2][C:3]([C:5]1([CH2:20][CH2:21][CH3:22])[CH2:11][CH2:10][CH:9]2[N:12]([C:13]([O:15][C:16]([CH3:19])([CH3:18])[CH3:17])=[O:14])[CH:6]1[CH2:7][CH2:8]2)=O.[H-].[Al+3].[Li+].[H-].[H-].[H-].C(C(C(C([O-])=O)O)O)([O-])=O.[Na+].[K+]>O1CCCC1>[C:16]([O:15][C:13]([N:12]1[CH:9]2[CH2:8][CH2:7][CH:6]1[C:5]([CH2:3][OH:2])([CH2:20][CH2:21][CH3:22])[CH2:11][CH2:10]2)=[O:14])([CH3:18])([CH3:19])[CH3:17] |f:1.2.3.4.5.6,7.8.9|. Reported procedure: 2-Propyl-8-aza-bicyclo[3.2.1]octane-2,8-dicarboxylic acid 8-tert-butyl ester 2-methyl ester (mixture of endo and exo isomers from Step 6, 0.98 g, 3.1 mmol) was dissolved in tetrahydrofuran (15 mL), and the resulting mixture was cooled to 0° C. A solution of lithium aluminum hydride in tetrahydrofuran (1 M, 3.3 mL, 3.3 mmol) in tetrahydrofuran was added dropwise over 10 minutes, and stirring was continued at 0° C. for 1.5 hours. A saturated aqueous solution of potassium sodium tartrate (10 mL) wa... The reactants are [Si](C)(C)(C(C)(C)C)OCC=1C=C(COC=2C=C(C=CC2)C2=C(C=C(C=C2)Br)C)C=CC1CO[Si](C)(C)C(C)(C)C (3′-[3,4-bis-(tert-butyldimethylsilanyloxymethyl)benzyloxy]-4-bromo-2-methylbiphenyl), C(CCC)[Li] (butyllithium), CC(C=O)C (2-methylpropionaldehyde). Product: [Si](C)(C)(C(C)(C)C)OCC=1C=C(COC=2C=C(C=CC2)C2=C(C=C(C=C2)C(C(C)C)O)C)C=CC1CO[Si](C)(C)C(C)(C)C (1-{3′-[3,4-Bis-(tert-butyldimethylsilanyloxymethyl)benzyloxy]-2-methylbiphenyl-4-yl)-2-methyl-1-propanol). As a reaction SMILES: [Si:1]([O:8][CH2:9][C:10]1[CH:11]=[C:12]([CH:29]=[CH:30][C:31]=1[CH2:32][O:33][Si:34]([C:37]([CH3:40])([CH3:39])[CH3:38])([CH3:36])[CH3:35])[CH2:13][O:14][C:15]1[CH:16]=[C:17]([C:21]2[CH:26]=[CH:25][C:24](Br)=[CH:23][C:22]=2[CH3:28])[CH:18]=[CH:19][CH:20]=1)([C:4]([CH3:7])([CH3:6])[CH3:5])([CH3:3])[CH3:2].C([Li])CCC.[CH3:46][CH:47]([CH3:50])[CH:48]=[O:49]>>[Si:1]([O:8][CH2:9][C:10]1[CH:11]=[C:12]([CH:29]=[CH:30][C:31]=1[CH2:32][O:33][Si:34]([C:37]([CH3:40])([CH3:39])[CH3:38])([CH3:36])[CH3:35])[CH2:13][O:14][C:15]1[CH:16]=[C:17]([C:21]2[CH:26]=[CH:25][C:24]([CH:48]([OH:49])[CH:47]([CH3:50])[CH3:46])=[CH:23][C:22]=2[CH3:28])[CH:18]=[CH:19][CH:20]=1)([C:4]([CH3:7])([CH3:6])[CH3:5])([CH3:3])[CH3:2]. Reported procedure: In a manner similar to that of Example 27(f), by reaction of 2 g (3.1 mmol) of 3′-[3,4-bis-(tert-butyldimethylsilanyloxymethyl)benzyloxy]-4-bromo-2-methylbiphenyl with 1.4 mL (3.5 mmol) of 2.5 M butyllithium and 400 μl (37 mmol) of 2-methylpropionaldehyde, the desired product is obtained in the form of a colourless oil (m=1.1 g; Y=56%). The reactants are ClC1=C(C=NC2=C(C=CC(=C12)OC)OC)C#N (4-chloro-5,8-dimethoxy-3-quinolinecarbonitrile), BrC=1C=C(N)C=CC1 (m-bromoaniline), C(C)OC(C)O (ethoxyethanol), C([O-])([O-])=O.[Na+].[Na+] (sodium carbonate). The solvent is O (water). The product is BrC=1C=C(C=CC1)NC1=C(C=NC2=C(C=CC(=C12)OC)OC)C#N (4-(3-bromo-phenylamino)-5,8-dimethoxy-quinoline-3-carbonitrile). Yield: 93.1%. Reaction SMILES: Cl[C:2]1[C:11]2[C:6](=[C:7]([O:14][CH3:15])[CH:8]=[CH:9][C:10]=2[O:12][CH3:13])[N:5]=[CH:4][C:3]=1[C:16]#[N:17].[Br:18][C:19]1[CH:20]=[C:21]([CH:23]=[CH:24][CH:25]=1)[NH2:22].C(OC(O)C)C.C(=O)([O-])[O-].[Na+].[Na+]>O>[Br:18][C:19]1[CH:20]=[C:21]([NH:22][C:2]2[C:11]3[C:6](=[C:7]([O:14][CH3:15])[CH:8]=[CH:9][C:10]=3[O:12][CH3:13])[N:5]=[CH:4][C:3]=2[C:16]#[N:17])[CH:23]=[CH:24][CH:25]=1 |f:3.4.5|. Procedure: A mixture of 0.148 g of 4-chloro-5,8-dimethoxy-3-quinolinecarbonitrile, 0.12 g of m-bromoaniline, and 5 ml of ethoxyethanol was stirred under nitrogen, at reflux temperature for 30 minutes. The mixture was cooled and added to 50 ml of water. To this mixture was added sodium carbonate to pH 9. The product was collected, washed with water, dried, and washed with 10 ml of hexanes-ethyl acetate (4:1) to give 0.213 g of 4-(3-bromo-phenylamino)-5,8-dimethoxy-quinoline-3-carbonitrile as a solid, mp 72-... Reactants: CCCCCCc1cc2c(cc1OCCCC(=O)OCC)C(=O)CC2, CCO, [K+], [OH-], O. Product: CCCCCCc1cc2c(cc1OCCCC(=O)O)C(=O)CC2. RXN SMILES: [CH2:6]([CH3:7])[O:8][C:9]([CH2:10][CH2:11][CH2:12][O:13][c:14]1[cH:15][c:16]2[c:20]([cH:21][c:22]1[CH2:23][CH2:24][CH2:25][CH2:26][CH2:27][CH3:28])[CH2:19][CH2:18][C:17]2=[O:29])=[O:30].[CH3:1][CH2:2][OH:3].[K+:5].[OH-:4].[OH2:31]>>[O:8]=[C:9]([CH2:10][CH2:11][CH2:12][O:13][c:14]1[cH:15][c:16]2[c:20]([cH:21][c:22]1[CH2:23][CH2:24][CH2:25][CH2:26][CH2:27][CH3:28])[CH2:19][CH2:18][C:17]2=[O:29])[OH:30]. Starting materials: O=C([O-])[O-], CCN=C=S, CCO, Cc1nc[nH]c1CSCCN, [K+], [K+]. Yields the product CCNC(=S)NCCSCc1[nH]cnc1C. As a reaction SMILES: [C:1](=[O:2])([O-:3])[O-:4].[CH2:18]([CH3:19])[N:20]=[C:21]=[S:22].[CH3:23][CH2:24][OH:25].[CH3:7][c:8]1[n:9][cH:10][nH:11][c:12]1[CH2:13][S:14][CH2:15][CH2:16][NH2:17].[K+:5].[K+:6]>>[CH3:7][c:8]1[n:9][cH:10][nH:11][c:12]1[CH2:13][S:14][CH2:15][CH2:16][NH:17][C:21]([NH:20][CH2:18][CH3:19])=[S:22]. Reactants: CN(C)CCN1C(=NC2=C1C=CC=C2)CN2N=NC1=C2C=CC=C1 (1-[1-(N,N-dimethyl-aminoethyl)-1H-benzimidazol-2-ylmethyl]-1H-benzotriazole), CI (Methyl iodide). Solvent: CC(=O)C (acetone). Reaction conditions: time 3 hour. The product is [I-].N1(N=NC2=C1C=CC=C2)CC2=NC1=C(N2CC[N+](C)(C)C)C=CC=C1 (2-[2-(1H-Benzotriazol-1-ylmethyl)-1H-benzimidazol-1-yl]-ethyl Trimethylammonium Iodide). Isolated yield 13.5%. RXN SMILES: [CH3:1][N:2]([CH2:4][CH2:5][N:6]1[C:10]2[CH:11]=[CH:12][CH:13]=[CH:14][C:9]=2[N:8]=[C:7]1[CH2:15][N:16]1[C:20]2[CH:21]=[CH:22][CH:23]=[CH:24][C:19]=2[N:18]=[N:17]1)[CH3:3].[CH3:25][I:26]>CC(C)=O>[I-:26].[N:16]1([CH2:15][C:7]2[N:6]([CH2:5][CH2:4][N+:2]([CH3:25])([CH3:1])[CH3:3])[C:10]3[CH:11]=[CH:12][CH:13]=[CH:14][C:9]=3[N:8]=2)[C:20]2[CH:21]=[CH:22][CH:23]=[CH:24][C:19]=2[N:18]=[N:17]1 |f:3.4|. Procedure: The free base of 1-[1-(N,N-dimethyl-aminoethyl)-1H-benzimidazol-2-ylmethyl]-1H-benzotriazole (100 mg, 0.312 mmol) was dissolved in anhydrous acetone. Methyl iodide (44 mg, 0.312 mmol) was added with stirring under N2 at room temperature. After 3 hours, the white solid was filtered and dried under vacuum to give 19.5 mg (14%) of the title compound as a white solid. Product: CC(CNC(=O)C1CSC(=O)N1)O[N+](=O)[O-]. Reactants: O=[N+]([O-])O, CC(CN)O[N+](=O)[O-], O=C1NC(C(=O)O)CS1. RXN SMILES: [N+:10]([O-:11])([OH:12])=[O:13].[N+:14](=[O:15])([O-:16])[O:17][CH:18]([CH2:19][NH2:20])[CH3:21].[O:1]=[C:2]1[S:3][CH2:4][CH:5]([C:7](=[O:8])[OH:9])[NH:6]1>>[O:1]=[C:2]1[S:3][CH2:4][CH:5]([C:7](=[O:9])[NH:20][CH2:19][CH:18]([O:17][N+:14](=[O:15])[O-:16])[CH3:21])[NH:6]1. Starting materials: [Al+3], C1CCOC1, Cc1cc(SC#N)c(C)c(C)c1O, [H-], [H-], [H-], [H-], [Li+]. The product is Cc1cc(S)c(C)c(C)c1O. As a reaction SMILES: [Al+3:15].[CH2:20]1[O:21][CH2:22][CH2:23][CH2:24]1.[CH3:1][c:2]1[c:3]([OH:13])[c:4]([CH3:12])[cH:5][c:6]([S:9][C:10]#[N:11])[c:7]1[CH3:8].[H-:14].[H-:17].[H-:18].[H-:19].[Li+:16]>>[CH3:1][c:2]1[c:3]([OH:13])[c:4]([CH3:12])[cH:5][c:6]([SH:9])[c:7]1[CH3:8].